This data is from the Open Reaction Database (ORD), a public repository of structured organic reaction records. The task is: describe an organic reaction: reactants, conditions, products, and yield Starting materials: FC1=C(C(=CC=C1)F)N1N=C(C=2C(=NC=CC21)OC)C2=CC=C(C(=O)NC)C=C2 (4-(1-(2,6-difluorophenyl)-4-methoxy-1H-pyrazolo[4,3-c]pyridin-3-yl)-N-methylbenzamide), [I-].[Na+] (sodium iodide), Cl[Si](C)(C)C (chloro(trimethyl)silane), C(O)([O-])=O.[Na+] (sodium hydrogencarbonate). Reaction conditions: temperature 60 celsius, time 3 hour. The yield is 83.2%. Reaction SMILES: [F:1][C:2]1[CH:7]=[CH:6][CH:5]=[C:4]([F:8])[C:3]=1[N:9]1[C:17]2[CH:16]=[CH:15][N:14]=[C:13]([O:18]C)[C:12]=2[C:11]([C:20]2[CH:29]=[CH:28][C:23]([C:24]([NH:26][CH3:27])=[O:25])=[CH:22][CH:21]=2)=[N:10]1.[I-].[Na+].Cl[Si](C)(C)C.C(=O)([O-])O.[Na+]>C(#N)C>[F:1][C:2]1[CH:7]=[CH:6][CH:5]=[C:4]([F:8])[C:3]=1[N:9]1[C:17]2[CH:16]=[CH:15][NH:14][C:13](=[O:18])[C:12]=2[C:11]([C:20]2[CH:21]=[CH:22][C:23]([C:24]([NH:26][CH3:27])=[O:25])=[CH:28][CH:29]=2)=[N:10]1 |f:1.2,4.5|. Reported procedure: To a solution of 4-(1-(2,6-difluorophenyl)-4-methoxy-1H-pyrazolo[4,3-c]pyridin-3-yl)-N-methylbenzamide (2.68 g) in acetonitrile (50 mL) were added sodium iodide (2.04 g) and chloro(trimethyl)silane (4.34 mL) was added, and the mixture was stirred at 60° C. for 3 hr. To the reaction mixture was added saturated aqueous sodium hydrogencarbonate solution, and the mixture was extracted with ethyl acetate. The organic layer was washed with saturated brine, dried over anhydrous sodium sulfate, and conc... The solvent is C(C)#N (acetonitrile). Yields the product FC1=C(C(=CC=C1)F)N1N=C(C=2C(NC=CC21)=O)C2=CC=C(C(=O)NC)C=C2 (4-(1-(2,6-difluorophenyl)-4-oxo-4,5-dihydro-1H-pyrazolo[4,3-c]pyridin-3-yl)-N-methylbenzamide). Starting materials: CCOC(=N)N1Cc2ccccc2-c2ccccc2C1, O=C(Cl)c1ccc2ccccc2c1. Product: CCOC(=NC(=O)c1ccc2ccccc2c1)N1Cc2ccccc2-c2ccccc2C1. RXN SMILES: [cH:1]1[cH:2][cH:3][cH:4][c:5]2[c:11]1-[c:10]1[c:9]([cH:15][cH:14][cH:13][cH:12]1)[CH2:8][N:7]([C:16]([O:17][CH2:18][CH3:19])=[NH:20])[CH2:6]2.[cH:21]1[c:22]([C:31](=[O:32])[Cl:33])[cH:23][cH:24][c:25]2[cH:26][cH:27][cH:28][cH:29][c:30]12>>[cH:1]1[cH:2][cH:3][cH:4][c:5]2[c:11]1-[c:10]1[c:9]([cH:15][cH:14][cH:13][cH:12]1)[CH2:8][N:7]([C:16]([O:17][CH2:18][CH3:19])=[N:20][C:31]([c:22]1[cH:21][c:30]3[c:25]([cH:24][cH:23]1)[cH:26][cH:27][cH:28][cH:29]3)=[O:32])[CH2:6]2.